Dataset: the Open Reaction Database (ORD), a public repository of structured organic reaction records. Task: describe an organic reaction: reactants, conditions, products, and yield Starting materials: CC(C)(C)c1ccc(Br)cc1, CC(=O)Nc1ccccc1, O=C([O-])[O-], [Cu], [K+], [K+], [K+], [OH-], O. Yields the product CC(C)(C)c1ccc(Nc2ccccc2)cc1. RXN SMILES: [C:11]([CH3:12])([CH3:13])([CH3:14])[c:15]1[cH:16][cH:17][c:18]([Br:21])[cH:19][cH:20]1.[C:1](=[O:2])([CH3:3])[NH:4][c:5]1[cH:6][cH:7][cH:8][cH:9][cH:10]1.[C:22](=[O:23])([O-:24])[O-:25].[Cu:30].[K+:26].[K+:27].[K+:29].[OH-:28].[OH2:31]>>[NH:4]([c:5]1[cH:6][cH:7][cH:8][cH:9][cH:10]1)[c:18]1[cH:17][cH:16][c:15]([C:11]([CH3:12])([CH3:13])[CH3:14])[cH:20][cH:19]1.